Dataset: the Open Reaction Database (ORD), a public repository of structured organic reaction records. Task: describe an organic reaction: reactants, conditions, products, and yield The reactants are CC1(OCCO1)C1=CC=C(O1)CN1N=CC(=C1)N (1-[5-(2-methyl-[1,3]dioxolan-2-yl)-furan-2-ylmethyl]-1H-pyrazol-4-ylamine), CC=1OC(=C(N1)C(=O)O)C1=CC=CC=C1 (2-methyl-5-phenyl-oxazole-4-carboxylic acid). Product: C(C)(=O)C1=CC=C(O1)CN1N=CC(=C1)NC(=O)C=1N=C(OC1C1=CC=CC=C1)C (2-Methyl-5-phenyl-oxazole-4-carboxylic acid [1-(5-acetyl-furan-2-ylmethyl)-1H-pyrazol-4-yl]-amide). Reaction SMILES: [CH3:1][C:2]1([C:7]2[O:11][C:10]([CH2:12][N:13]3[CH:17]=[C:16]([NH2:18])[CH:15]=[N:14]3)=[CH:9][CH:8]=2)[O:6]CCO1.[CH3:19][C:20]1[O:21][C:22]([C:28]2[CH:33]=[CH:32][CH:31]=[CH:30][CH:29]=2)=[C:23]([C:25](O)=[O:26])[N:24]=1>>[C:2]([C:7]1[O:11][C:10]([CH2:12][N:13]2[CH:17]=[C:16]([NH:18][C:25]([C:23]3[N:24]=[C:20]([CH3:19])[O:21][C:22]=3[C:28]3[CH:29]=[CH:30][CH:31]=[CH:32][CH:33]=3)=[O:26])[CH:15]=[N:14]2)=[CH:9][CH:8]=1)(=[O:6])[CH3:1]. Reported procedure: Following general procedure B followed by either C or D, starting from 1-[5-(2-methyl-[1,3]dioxolan-2-yl)-furan-2-ylmethyl]-1H-pyrazol-4-ylamine and 2-methyl-5-phenyl-oxazole-4-carboxylic acid. Starting materials: [N+](=O)([O-])C1=CC=C(C=C1)C=CC=CC=CC=CC1=CC=C(C=C1)[N+](=O)[O-] (1,8-bis(4-nitrophenyl)-1,3,5,7-octatetraene), Cl (hydrochloric acid), CN(C)C=O (DMF), Cl (hydrochloric acid), aqueous solution, [OH-].[Na+] (sodium hydroxide). The reagents and catalysts are [Fe] (iron). Solvent: O (water). Conditions: temperature 50 celsius. Yields the product NC1=CC=C(C=C1)C=CC=CC=CC=CC1=CC=C(C=C1)N (1,8-bis(4-aminophenyl)-1,3,5,7-octatetraene). Reaction SMILES: [N+:1]([C:4]1[CH:9]=[CH:8][C:7]([CH:10]=[CH:11][CH:12]=[CH:13][CH:14]=[CH:15][CH:16]=[CH:17][C:18]2[CH:23]=[CH:22][C:21]([N+:24]([O-])=O)=[CH:20][CH:19]=2)=[CH:6][CH:5]=1)([O-])=O.CN(C=O)C.Cl.[OH-].[Na+]>[Fe].O>[NH2:1][C:4]1[CH:5]=[CH:6][C:7]([CH:10]=[CH:11][CH:12]=[CH:13][CH:14]=[CH:15][CH:16]=[CH:17][C:18]2[CH:19]=[CH:20][C:21]([NH2:24])=[CH:22][CH:23]=2)=[CH:8][CH:9]=1 |f:3.4|. Procedure: 11.28 g of the 1,8-bis(4-nitrophenyl)-1,3,5,7-octatetraene synthesized in Synthesis Example 1 was added to 250 ml of DMF. To this mixture, 22.5 g of iron powder was added, and then diluted hydrochloric acid consisting of 5.6 ml of concentrated hydrochloric acid and 19 ml of water was added with stirring. The mixture was further stirred at 80°~88° C. for 5 hours. The reaction mixture was cooled to 50° C. and was made alkaline by addition of a 10% aqueous solution of sodium hydroxide. Celite was a... Starting materials: CC(=O)c1ccc(S(N)(=O)=O)cc1, COc1cc(OC)c(-c2cc3ccccc3n2C)cc1C=O, C[O-], Cl, [Li+], CN(C)C=O, O. The product is COc1cc(OC)c(-c2cc3ccccc3n2C)cc1C=CC(=O)c1ccc(S(N)(=O)=O)cc1. Reaction SMILES: [C:1]([CH3:2])(=[O:3])[c:4]1[cH:5][cH:6][c:7]([S:10](=[O:11])(=[O:12])[NH2:13])[cH:8][cH:9]1.[CH3:14][O:15][c:16]1[c:17]([CH:18]=[O:19])[cH:20][c:21](-[c:26]2[n:27]([CH3:35])[c:28]3[cH:29][cH:30][cH:31][cH:32][c:33]3[cH:34]2)[c:22]([O:24][CH3:25])[cH:23]1.[CH3:36][O-:37].[ClH:39].[Li+:38].[O:40]=[CH:41][N:42]([CH3:43])[CH3:44].[OH2:45]>>[C:1]([CH:2]=[CH:18][c:17]1[c:16]([O:15][CH3:14])[cH:23][c:22]([O:24][CH3:25])[c:21](-[c:26]2[n:27]([CH3:35])[c:28]3[cH:29][cH:30][cH:31][cH:32][c:33]3[cH:34]2)[cH:20]1)(=[O:3])[c:4]1[cH:5][cH:6][c:7]([S:10](=[O:11])(=[O:12])[NH2:13])[cH:8][cH:9]1. Reactants: ClC1=NC=CC(=C1)COC1=CC=CC=C1 (2-chloro-4-(phenoxymethyl)pyridine), steel, [OH-].[Na+] (sodium hydroxide), Cl (hydrochloric acid). Solvent: CO (methanol), CO (methanol). Conditions: temperature 170 celsius, time 16 hour. Product: O(C1=CC=CC=C1)CC1=CC(NC=C1)=O (4-(Phenoxymethyl)pyridin-2(1H)-one). Reaction SMILES: Cl[C:2]1[CH:7]=[C:6]([CH2:8][O:9][C:10]2[CH:15]=[CH:14][CH:13]=[CH:12][CH:11]=2)[CH:5]=[CH:4][N:3]=1.[OH-:16].[Na+].Cl>CO>[O:9]([CH2:8][C:6]1[CH:5]=[CH:4][NH:3][C:2](=[O:16])[CH:7]=1)[C:10]1[CH:15]=[CH:14][CH:13]=[CH:12][CH:11]=1 |f:1.2|. Procedure: To a solution of 2-chloro-4-(phenoxymethyl)pyridine (2.34 g, 10.68 mmol) in anhydrous methanol (30 mL) in a steel bomb was added sodium hydroxide (3.20 g, 80.11 mmol). The reaction mixture was stirred at 170° C. for 16 hours, cooled to 0° C. and neutralized with cold concentrated hydrochloric acid, followed by the addition of methanol (10 mL) and filtration. The filtrate was concentrated in vacuo and the residue was washed with methanol and hexane. The title compound was obtained as a colorless ... Starting materials: C(C1=CC=CC=C1)(C1=CC=CC=C1)N1CC(C1)(C(=O)N)NC (1-benzhydryl-3-methylaminoazetidine-3-carboxylic acid amide), Cl (HCl). The reagents and catalysts are [OH-].[OH-].[Pd+2] (Pd(OH)2 on carbon). Run in CO (methanol). The product is Cl.CNC1(CNC1)C(=O)N (3-Methylaminoazetidine-3-carboxylic Acid Amide, Hydrochloride Salt). Reaction SMILES: C([N:14]1[CH2:17][C:16]([NH:21][CH3:22])([C:18]([NH2:20])=[O:19])[CH2:15]1)(C1C=CC=CC=1)C1C=CC=CC=1.[ClH:23]>CO.[OH-].[OH-].[Pd+2]>[ClH:23].[CH3:22][NH:21][C:16]1([C:18]([NH2:20])=[O:19])[CH2:17][NH:14][CH2:15]1 |f:3.4.5,6.7|. Procedure details: To a suspension of 1-benzhydryl-3-methylaminoazetidine-3-carboxylic acid amide (I-3A-2b; 13.5 g, 45.8 mmol) in methanol (90 ml) was added concentrated aqueous HCl (8.0 ml, 96 mol), dropwise, to give a homogeneous solution. After the addition of 20% Pd(OH)2 on carbon (50% water; 4.1 g), the mixture was placed on a Parr® shaker and then reduced (50 psi H2) at room temperature for 7 hours. The mixture was filtered through a pad of Celite®, washing with copious amount of 9:1 methanol/water, and then...